Dataset: the Open Reaction Database (ORD), a public repository of structured organic reaction records. Task: describe an organic reaction: reactants, conditions, products, and yield Reactants: CNC1=CC=CC=C1 (N-methylaniline), FC(S(=O)(=O)[O-])(F)F.BrC=1C=C2C(=C(C(NC2=CC1)=O)[I+]C1=CC=CC=C1)O ((6-bromo-4-hydroxy-2-oxo-1,2-dihydroquinolin-3-yl)(phenyl) iodoniumtrifluoromethane sulfonate). Product: BrC=1C=C2C(=C(C(NC2=CC1)=O)N(C1=CC=CC=C1)C)O (6-Bromo-4-hydroxy-3-(methyl(phenyl)amino)quinolin-2(1H)-one). As a reaction SMILES: [CH3:1][NH:2][C:3]1[CH:8]=[CH:7][CH:6]=[CH:5][CH:4]=1.FC(F)(F)S([O-])(=O)=O.[Br:17][C:18]1[CH:19]=[C:20]2[C:25](=[CH:26][CH:27]=1)[NH:24][C:23](=[O:28])[C:22]([I+]C1C=CC=CC=1)=[C:21]2[OH:36]>>[Br:17][C:18]1[CH:19]=[C:20]2[C:25](=[CH:26][CH:27]=1)[NH:24][C:23](=[O:28])[C:22]([N:2]([CH3:1])[C:3]1[CH:8]=[CH:7][CH:6]=[CH:5][CH:4]=1)=[C:21]2[OH:36] |f:1.2|. Reported procedure: The title compound was prepared using N-methylaniline in place of aniline according to the procedure of Intermediate 11, step c except the crude solid was purified by flash column chromatography (silica gel, 50% EtOAc-Heptane), affording the title compound. Isolated yield 65.0%. Product: COC=1C=C(C=CC1C=1OC(=NN1)C)NC=1SC2=C(N1)C(CCC2)C2=CC=CC=C2 ([3-Methoxy-4-(5-methyl-[1,3,4]oxadiazol-2-yl)-phenyl]-(4-phenyl-4,5,6,7-tetrahydro-benzothiazol-2-yl)-amine). The reactants are C(C)(=O)OC(C)=O (acetic anhydride), COC1=C(C(=O)NN)C=CC(=C1)NC=1SC2=C(N1)C(CCC2)C2=CC=CC=C2 (2-methoxy-4-(4-phenyl-4,5,6,7-tetrahydro-benzothiazol-2-ylamino)-benzoic acid hydrazide). Run in CN(C=O)C (dimethylformamide). As a reaction SMILES: [C:1](OC(=O)C)(=O)[CH3:2].[CH3:8][O:9][C:10]1[CH:19]=[C:18]([NH:20][C:21]2[S:22][C:23]3[CH2:29][CH2:28][CH2:27][CH:26]([C:30]4[CH:35]=[CH:34][CH:33]=[CH:32][CH:31]=4)[C:24]=3[N:25]=2)[CH:17]=[CH:16][C:11]=1[C:12]([NH:14][NH2:15])=[O:13]>CN(C)C=O>[CH3:8][O:9][C:10]1[CH:19]=[C:18]([NH:20][C:21]2[S:22][C:23]3[CH2:29][CH2:28][CH2:27][CH:26]([C:30]4[CH:35]=[CH:34][CH:33]=[CH:32][CH:31]=4)[C:24]=3[N:25]=2)[CH:17]=[CH:16][C:11]=1[C:12]1[O:13][C:1]([CH3:2])=[N:15][N:14]=1. Run at time 40 hour. Reported procedure: At room temperature, acetic anhydride (108 μL) was added to a suspension of 2-methoxy-4-(4-phenyl-4,5,6,7-tetrahydro-benzothiazol-2-ylamino)-benzoic acid hydrazide (130 mg, 0.33 mmol) in dimethylformamide (5 mL). The mixture was stirred for 40 hours and evaporated to dryness. The residue was taken up in 10% w/w (3 mL) phosphorous pentoxide in methanesulfonic acid (prepared by mixing 5 g phosphorous pentoxide and 30 mL methanesulfonic acid and stirring for 2 h at 90° C.) and stirred for 18 hours....